This data is from the Open Reaction Database (ORD), a public repository of structured organic reaction records. The task is: describe an organic reaction: reactants, conditions, products, and yield Reactants: CC(=O)CC(=O)OCCC#N, CC(=O)[O-], [NH4+]. Product: CC(N)=CC(=O)OCCC#N. As a reaction SMILES: [C:1]([CH2:2][C:3](=[O:4])[CH3:5])(=[O:6])[O:7][CH2:8][CH2:9][C:10]#[N:11].[CH3:13][C:14](=[O:15])[O-:16].[NH4+:12]>>[C:1]([CH:2]=[C:3]([CH3:5])[NH2:12])(=[O:6])[O:7][CH2:8][CH2:9][C:10]#[N:11].